Dataset: the Open Reaction Database (ORD), a public repository of structured organic reaction records. Task: describe an organic reaction: reactants, conditions, products, and yield Starting materials: CC(=O)O, Cl, CNC(=O)c1ccc2c(ccn2-c2ccc(F)cc2)c1, O=C1CCNCC1, O, O=C(O)C(F)(F)F. The product is CNC(=O)c1ccc2c(c1)c(C1=CCNCC1)cn2-c1ccc(F)cc1. Reaction SMILES: [CH3:30][C:31](=[O:32])[OH:33].[ClH:28].[F:1][c:2]1[cH:3][cH:4][c:5](-[n:8]2[cH:9][cH:10][c:11]3[cH:12][c:13]([C:17](=[O:18])[NH:19][CH3:20])[cH:14][cH:15][c:16]23)[cH:6][cH:7]1.[NH:21]1[CH2:22][CH2:23][C:24](=[O:27])[CH2:25][CH2:26]1.[OH2:29].[OH:34][C:35]([C:36]([F:37])([F:38])[F:39])=[O:40]>>[F:1][c:2]1[cH:3][cH:4][c:5](-[n:8]2[cH:9][c:10]([C:24]3=[CH:23][CH2:22][NH:21][CH2:26][CH2:25]3)[c:11]3[cH:12][c:13]([C:17](=[O:18])[NH:19][CH3:20])[cH:14][cH:15][c:16]23)[cH:6][cH:7]1. The reactants are CO, CC(O)Cc1cc(NC(=O)OCCCl)cc([N+](=O)[O-])c1N, O. Yields the product CC(O)Cc1cc(N2CCOC2=O)cc([N+](=O)[O-])c1N. RXN SMILES: [CH3:22][OH:23].[NH2:1][c:2]1[c:3]([N+:19](=[O:20])[O-:21])[cH:4][c:5]([NH:12][C:13]([O:14][CH2:15][CH2:16][Cl:17])=[O:18])[cH:6][c:7]1[CH2:8][CH:9]([CH3:10])[OH:11].[OH2:24]>>[NH2:1][c:2]1[c:3]([N+:19](=[O:20])[O-:21])[cH:4][c:5]([N:12]2[C:13](=[O:18])[O:14][CH2:15][CH2:16]2)[cH:6][c:7]1[CH2:8][CH:9]([CH3:10])[OH:11]. Reactants: CC(=O)O, [Pd], O=C(C1CCN(Cc2ccccc2)CC1)N1CCc2ccccc2C1. Yields the product O=C(C1CCNCC1)N1CCc2ccccc2C1. Reaction SMILES: [CH3:27][C:28](=[O:29])[OH:30].[Pd:26].[c:1]1([CH2:2][N:8]2[CH2:9][CH2:10][CH:11]([C:14](=[O:15])[N:16]3[CH2:17][c:18]4[cH:19][cH:20][cH:21][cH:22][c:23]4[CH2:24][CH2:25]3)[CH2:12][CH2:13]2)[cH:3][cH:4][cH:5][cH:6][cH:7]1>>[NH:8]1[CH2:9][CH2:10][CH:11]([C:14](=[O:15])[N:16]2[CH2:17][c:18]3[cH:19][cH:20][cH:21][cH:22][c:23]3[CH2:24][CH2:25]2)[CH2:12][CH2:13]1. The reactants are [Si](C)(C)(C(C)(C)C)O[C@@H](COC1=C(C=C(C=C1)C1=CC=CC=C1)C(F)(F)F)CCC=1C=NC=CC1 ((2R)-2-(tert-Butyldimethylsilyloxy)-4-(3-pyridyl)-1-(3-trifluoromethylbiphenyl-4-yloxy)butane), [F-].C(CCC)[N+](CCCC)(CCCC)CCCC (tetrabutylammonium fluoride). The solvent is O1CCCC1 (tetrahydrofuran), [Cl-].[Na+].O (brine). Conditions: time 1 hour. The product is N1=CC(=CC=C1)CC[C@H](COC1=C(C=C(C=C1)C1=CC=CC=C1)C(F)(F)F)O ((2R)-4-(3-Pyridyl)-1-(3-trifluoromethylbiphenyl-4-yloxy)-2-butanol). Isolated yield 21.0%. Reaction SMILES: [Si]([O:8][C@H:9]([CH2:28][CH2:29][C:30]1[CH:31]=[N:32][CH:33]=[CH:34][CH:35]=1)[CH2:10][O:11][C:12]1[CH:17]=[CH:16][C:15]([C:18]2[CH:23]=[CH:22][CH:21]=[CH:20][CH:19]=2)=[CH:14][C:13]=1[C:24]([F:27])([F:26])[F:25])(C(C)(C)C)(C)C.[F-].C([N+](CCCC)(CCCC)CCCC)CCC>O1CCCC1.[Cl-].[Na+].O>[N:32]1[CH:33]=[CH:34][CH:35]=[C:30]([CH2:29][CH2:28][C@@H:9]([OH:8])[CH2:10][O:11][C:12]2[CH:17]=[CH:16][C:15]([C:18]3[CH:19]=[CH:20][CH:21]=[CH:22][CH:23]=3)=[CH:14][C:13]=2[C:24]([F:26])([F:27])[F:25])[CH:31]=1 |f:1.2,4.5.6|. Reported procedure: (2R)-2-(tert-Butyldimethylsilyloxy)-4-(3-pyridyl)-1-(3-trifluoromethylbiphenyl-4-yloxy)butane (0.8 g, ~67% pure) was dissolved in tetrahydrofuran (10 ml) and tetrabutylammonium fluoride (0.84 g) was added. The reaction was stirred at ambient temperature for 1 hour and was then poured into brine and extracted with ether. The combined organic extracts were dried over anhydrous magnesium sulfate, filtered, concentrated under reduced pressure. The residue obtained was purified by reverse phase HPLC ... Reaction SMILES: [NH2:1][C:2]1[CH:3]=[C:4]2[C:10](=[CH:11][CH:12]=1)[CH:9]1[CH2:13][CH2:14][CH:5]2[CH2:6][N:7]([C:15](=[O:20])[C:16]([F:19])([F:18])[F:17])[CH2:8]1.Cl[C:22]1[N:27]=[C:26]([NH:28][C@@H:29]2[CH2:34][CH2:33][CH2:32][CH2:31][C@H:30]2[NH:35][S:36]([CH3:39])(=[O:38])=[O:37])[C:25]([Cl:40])=[CH:24][N:23]=1>>[Cl:40][C:25]1[C:26]([NH:28][C@@H:29]2[CH2:34][CH2:33][CH2:32][CH2:31][C@H:30]2[NH:35][S:36]([CH3:39])(=[O:38])=[O:37])=[N:27][C:22]([NH:1][C:2]2[CH:3]=[C:4]3[C:10](=[CH:11][CH:12]=2)[CH:9]2[CH2:13][CH2:14][CH:5]3[CH2:6][N:7]([C:15](=[O:20])[C:16]([F:19])([F:17])[F:18])[CH2:8]2)=[N:23][CH:24]=1. Starting materials: NC=1C=C2C3CN(CC(C2=CC1)CC3)C(C(F)(F)F)=O (1-(4-amino-10-aza-tricyclo[6.3.2.0*2,7*]trideca-2,4,6-trien-10-yl)-2,2,2-trifluoro-ethanone), ClC1=NC=C(C(=N1)N[C@H]1[C@@H](CCCC1)NS(=O)(=O)C)Cl (N-[(1R,2R)-2-(2,5-dichloro-pyrimidin-4-ylamino)-cyclohexyl]-methanesulfonamide). The product is ClC=1C(=NC(=NC1)NC=1C=C2C3CN(CC(C2=CC1)CC3)C(C(F)(F)F)=O)N[C@H]3[C@@H](CCCC3)NS(=O)(=O)C (N-((1R,2R)-2-{5-Chloro-2-[10-(2,2,2-trifluoro-acetyl)-10-aza-tricyclo[6.3.2.0*2,7*]trideca-2,4,6-trien-4-ylamino]-pyrimidin-4-ylamino}-cyclohexyl)-methanesulfonamide). Procedure: N-((1R,2R)-2-{5-Chloro-2-[10-(2,2,2-trifluoro-acetyl)-10-aza-tricyclo[6.3.2.0*2,7*]trideca-2,4,6-trien-4-ylamino]-pyrimidin-4-ylamino}-cyclohexyl)-methanesulfonamide was prepared from 1-(4-amino-10-aza-tricyclo[6.3.2.0*2,7*]trideca-2,4,6-trien-10-yl)-2,2,2-trifluoro-ethanone and N-[(1R,2R)-2-(2,5-dichloro-pyrimidin-4-ylamino)-cyclohexyl]-methanesulfonamide in an analogous manner to Example 290. Product isolated as a white foam as a mixture of diastereomers (429 mg, 69%). LCMS (m/e) 587 (M+1); 1H... Reactants: NC=1C=CC2=C(N=CS2)C1 (5-aminobenzothiazole), BrBr (bromine). Solvent: C(Cl)(Cl)Cl (chloroform), [OH-].[NH4+] (ammonium hydroxide), C(Cl)Cl (methylene chloride). Conditions: time 30 minute. The product is NC=1C=CC2=C(N=CS2)C1Br (5-amino-4-bromobenzothiazole). Yield: 79.2%. As a reaction SMILES: [NH2:1][C:2]1[CH:3]=[CH:4][C:5]2[S:9][CH:8]=[N:7][C:6]=2[CH:10]=1.[Br:11]Br>C(Cl)(Cl)Cl.[OH-].[NH4+].C(Cl)Cl>[NH2:1][C:2]1[CH:3]=[CH:4][C:5]2[S:9][CH:8]=[N:7][C:6]=2[C:10]=1[Br:11] |f:3.4|. Procedure: To a cooled (5° C.) solution of 2.04 g of 5-aminobenzothiazole in 60 mL of chloroform are added dropwise 2.15 g of bromine while maintaining the temperature below 10° C. After completion of the addition, the reaction mixture is stirred for 30 minutes at room temperature, then diluted with 14 mL of concentrated ammonium hydroxide and 16 mL of methylene chloride. The aqueous layer is washed with methylene chloride (2×16 mL) and the combined organic layers are rotary evaporated. The residue is puri... Reactants: ClC(=O)OC1=CC=C(C=C1)OC1=NC=C(C=C1)C(F)(F)F (4-(5-trifluoromethyl-pyridin-2-yloxy)-phenyl chloroformate), ClC=1C=C(C=CC1Cl)N1CCNCC1 (1-(3,4-dichlorophenyl)piperazine). Product: FC(C=1C=CC(=NC1)OC1=CC=C(C=C1)OC(=O)N1CCN(CC1)C1=CC(=C(C=C1)Cl)Cl)(F)F (4-(3,4-Dichlorophenyl)piperazine-1-carboxylic acid 4-(5-trifluoromethyl-pyridin-2-yloxy)phenyl ester). Reaction SMILES: Cl[C:2]([O:4][C:5]1[CH:10]=[CH:9][C:8]([O:11][C:12]2[CH:17]=[CH:16][C:15]([C:18]([F:21])([F:20])[F:19])=[CH:14][N:13]=2)=[CH:7][CH:6]=1)=[O:3].[Cl:22][C:23]1[CH:24]=[C:25]([N:30]2[CH2:35][CH2:34][NH:33][CH2:32][CH2:31]2)[CH:26]=[CH:27][C:28]=1[Cl:29]>>[F:19][C:18]([F:21])([F:20])[C:15]1[CH:16]=[CH:17][C:12]([O:11][C:8]2[CH:9]=[CH:10][C:5]([O:4][C:2]([N:33]3[CH2:32][CH2:31][N:30]([C:25]4[CH:26]=[CH:27][C:28]([Cl:29])=[C:23]([Cl:22])[CH:24]=4)[CH2:35][CH2:34]3)=[O:3])=[CH:6][CH:7]=2)=[N:13][CH:14]=1. Reported procedure: The hydrochloride of the title compound was prepared from 4-(5-trifluoromethyl-pyridin-2-yloxy)-phenyl chloroformate and 1-(3,4-dichlorophenyl)piperazine. The crude product was partitioned between dichlorormethane and 2 M aqueous sodium carbonate. The organic layer was washed with water, dried and evaporated. The residue was triturated with ethyl acetate—heptane (1:4) and the precipitate was collected by filtration and dried to give the title compound as white crystals. Yield 28%; m.p. 115-116° ...